This data is from the Open Reaction Database (ORD), a public repository of structured organic reaction records. The task is: describe an organic reaction: reactants, conditions, products, and yield Product: N#Cc1ccc2c(c1)ncc(=O)n2CCN1CCC(N)CC1. RXN SMILES: [C:1]([N:5]([C:2](=[O:3])[O-:4])[CH:9]1[CH2:10][CH2:11][N:12]([CH2:15][CH2:16][n:17]2[c:18](=[O:29])[cH:19][n:20][c:21]3[cH:22][c:23]([C:27]#[N:28])[cH:24][cH:25][c:26]23)[CH2:13][CH2:14]1)([CH3:6])([CH3:7])[CH3:8].[CH2:37]([Cl:38])[Cl:39].[CH:40]([Cl:41])([Cl:42])[Cl:43].[F:30][C:31]([F:32])([F:33])[C:34]([OH:35])=[O:36]>>[NH2:5][CH:9]1[CH2:10][CH2:11][N:12]([CH2:15][CH2:16][n:17]2[c:18](=[O:29])[cH:19][n:20][c:21]3[cH:22][c:23]([C:27]#[N:28])[cH:24][cH:25][c:26]23)[CH2:13][CH2:14]1. The reactants are CC(C)(C)N(C(=O)[O-])C1CCN(CCn2c(=O)cnc3cc(C#N)ccc32)CC1, ClCCl, ClC(Cl)Cl, O=C(O)C(F)(F)F. The reactants are COCCCc1ccc(Br)cc1, CNCCNC, [I-], [K+], [K+], [K+], O=C1NCCC12CCC1(CC2)OCCO1, CN(C)C=O, O=P([O-])([O-])[O-]. The product is COCCCc1ccc(N2CCC3(CCC4(CC3)OCCO4)C2=O)cc1. RXN SMILES: [Br:16][c:17]1[cH:18][cH:19][c:20]([CH2:23][CH2:24][CH2:25][O:26][CH3:27])[cH:21][cH:22]1.[CH3:28][NH:29][CH2:30][CH2:31][NH:32][CH3:33].[I-:34].[K+:40].[K+:41].[K+:42].[O:1]1[CH2:2][CH2:3][O:4][C:5]12[CH2:6][CH2:7][C:8]1([C:9](=[O:13])[NH:10][CH2:11][CH2:12]1)[CH2:14][CH2:15]2.[O:43]=[CH:44][N:45]([CH3:46])[CH3:47].[P:35]([O-:36])([O-:37])([O-:38])=[O:39]>>[O:1]1[CH2:2][CH2:3][O:4][C:5]12[CH2:6][CH2:7][C:8]1([C:9](=[O:13])[N:10]([c:17]3[cH:18][cH:19][c:20]([CH2:23][CH2:24][CH2:25][O:26][CH3:27])[cH:21][cH:22]3)[CH2:11][CH2:12]1)[CH2:14][CH2:15]2. Reactants: C1CCOC1, CC(C)CCON=O, CCC1C(=O)N(C)c2cnc(-c3sc(N)nc3-c3ccc(F)cc3)nc2N1C(C)C. Yields the product CCC1C(=O)N(C)c2cnc(-c3scnc3-c3ccc(F)cc3)nc2N1C(C)C. As a reaction SMILES: [CH2:39]1[O:40][CH2:41][CH2:42][CH2:43]1.[CH3:31][CH:32]([CH2:33][CH2:34][O:35][N:36]=[O:37])[CH3:38].[NH2:1][c:2]1[s:3][c:4](-[c:14]2[n:15][c:16]3[c:21]([cH:22][n:23]2)[N:20]([CH3:24])[C:19](=[O:25])[CH:18]([CH2:26][CH3:27])[N:17]3[CH:28]([CH3:29])[CH3:30])[c:5](-[c:7]2[cH:8][cH:9][c:10]([F:13])[cH:11][cH:12]2)[n:6]1>>[cH:2]1[s:3][c:4](-[c:14]2[n:15][c:16]3[c:21]([cH:22][n:23]2)[N:20]([CH3:24])[C:19](=[O:25])[CH:18]([CH2:26][CH3:27])[N:17]3[CH:28]([CH3:29])[CH3:30])[c:5](-[c:7]2[cH:8][cH:9][c:10]([F:13])[cH:11][cH:12]2)[n:6]1. Reactants: C=Cc1cccc(-c2cc(C(C)C)cc3cccnc23)c1, [N-]=[N+]=C(c1ccc(Cl)cc1)c1ccc(Cl)cc1, c1ccccc1. The product is CC(C)c1cc(-c2cccc(C3CC3(c3ccc(Cl)cc3)c3ccc(Cl)cc3)c2)c2ncccc2c1. RXN SMILES: [CH:1]([CH3:2])([CH3:3])[c:4]1[cH:5][c:6]2[cH:7][cH:8][cH:9][n:10][c:11]2[c:12](-[c:14]2[cH:15][c:16]([CH:20]=[CH2:21])[cH:17][cH:18][cH:19]2)[cH:13]1.[N+:22](=[N-:23])=[C:24]([c:25]1[cH:26][cH:27][c:28]([Cl:31])[cH:29][cH:30]1)[c:32]1[cH:33][cH:34][c:35]([Cl:38])[cH:36][cH:37]1.[cH:39]1[cH:40][cH:41][cH:42][cH:43][cH:44]1>>[CH:1]([CH3:2])([CH3:3])[c:4]1[cH:5][c:6]2[cH:7][cH:8][cH:9][n:10][c:11]2[c:12](-[c:14]2[cH:15][c:16]([CH:20]3[CH2:21][C:24]3([c:25]3[cH:26][cH:27][c:28]([Cl:31])[cH:29][cH:30]3)[c:32]3[cH:33][cH:34][c:35]([Cl:38])[cH:36][cH:37]3)[cH:17][cH:18][cH:19]2)[cH:13]1.